The task is: describe an organic reaction: reactants, conditions, products, and yield. This data is from the Open Reaction Database (ORD), a public repository of structured organic reaction records. Starting materials: C(=O)(Cl)Cl (phosgene), NC1=C(C=C(C=2N=C(SC21)Cl)Cl)Cl (7-amino-2,4,6-trichlorobenzothiazole). The solvent is C1(=CC=CC=C1)C (toluene), C(C)(=O)OCC (ethyl acetate), C(C)(=O)OCC (ethyl acetate). Reaction conditions: time 25 minute. The product is ClC=1SC2=C(N1)C(=CC(=C2N=C=O)Cl)Cl ((2,4,6-trichlorobenzothiazol-7-yl)isocyanate). Reaction SMILES: [C:1](Cl)(Cl)=[O:2].[NH2:5][C:6]1[C:14]2[S:13][C:12]([Cl:15])=[N:11][C:10]=2[C:9]([Cl:16])=[CH:8][C:7]=1[Cl:17]>C1(C)C=CC=CC=1.C(OCC)(=O)C>[Cl:15][C:12]1[S:13][C:14]2[C:6]([N:5]=[C:1]=[O:2])=[C:7]([Cl:17])[CH:8]=[C:9]([Cl:16])[C:10]=2[N:11]=1. Reported procedure: Under a nitrogen atmosphere 25 mL of ethyl acetate was stirred and cooled in an ice bath. To this was added via syringe 9.5 mL (18 mmole) of 1.9M phosgene in toluene. During 25 minutes, a solution of 3.0 grams (11.8 mmole) of 7-amino-2,4,6-trichlorobenzothiazole in 75 mL of ethyl acetate was added dropwise. Upon completion of the addition the reaction mixture was warmed to ambient temperature and then gently heated at reflux for 2.5 hours. After this time the reaction mixture was concentrated un... Run at time 30 minute. Run in C(C)O (ethanol), O (water). Reactants: NCCC(=O)O (β-Alanine), CI (methyl iodide), [OH-].[K+] (potassium hydroxide), C(=S)=S (Carbon disulfide). Yields the product C(=O)(O)CCNC(SC)=S (methyl 2-carboxyethyldithiocarbamate). As a reaction SMILES: [NH2:1][CH2:2][CH2:3][C:4]([OH:6])=[O:5].[OH-].[K+].[C:9](=[S:11])=[S:10].[CH3:12]I>C(O)C.O>[C:4]([CH2:3][CH2:2][NH:1][C:9](=[S:11])[S:10][CH3:12])([OH:6])=[O:5] |f:1.2|. Reported procedure: β-Alanine (17.8 g., 0.2 mol.) was added to a solution of 22.4 g. (0.4 mol.) of potassium hydroxide in 500 ml. of water at 25°. Carbon disulfide (12.2 ml., 0.2 mol.) was added and the reaction mixture was refluxed for three hours. The mixture was cooled, 28.4 g. (0.2 mol.) of methyl iodide and 500 ml. of ethanol were added and the resulting mixture was stirred for 30 minutes. The precipitate was collected by filtration, the filtrate was concentrated and the aqueous residue was combined with the s... Starting materials: O=C1N(C(C=2NC(=NC2N1CCC)C12CCCC(CCC1)(C2)C(=O)O)=O)CCC (5-(2,6-Dioxo-1,3-dipropyl-2,3,6,7-tetrahydro-1H-purin-8-yl)-bicyclo[3.3.1]nonane-1-carboxylic acid). Run in C1CCOC1 (THF), C1CCOC1 (THF). Conditions: time 8 hour. Yields the product OCC12CCCC(CCC1)(C2)C2=NC=1N(C(N(C(C1N2)=O)CCC)=O)CCC (8-(5-Hydroxymethyl-bicyclo[3.3.1]non-1-yl)-1,3-dipropyl-3,7-dihydro-purine-2,6-dione). As a reaction SMILES: [O:1]=[C:2]1[N:10]([CH2:11][CH2:12][CH3:13])[C:9]2[N:8]=[C:7]([C:14]34[CH2:22][C:18]([C:23](O)=[O:24])([CH2:19][CH2:20][CH2:21]3)[CH2:17][CH2:16][CH2:15]4)[NH:6][C:5]=2[C:4](=[O:26])[N:3]1[CH2:27][CH2:28][CH3:29]>C1COCC1>[OH:24][CH2:23][C:18]12[CH2:22][C:14]([C:7]3[NH:6][C:5]4[C:4](=[O:26])[N:3]([CH2:27][CH2:28][CH3:29])[C:2](=[O:1])[N:10]([CH2:11][CH2:12][CH3:13])[C:9]=4[N:8]=3)([CH2:15][CH2:16][CH2:17]1)[CH2:21][CH2:20][CH2:19]2. Reported procedure: 5-(2,6-Dioxo-1,3-dipropyl-2,3,6,7-tetrahydro-1H-purin-8-yl)-bicyclo[3.3.1]nonane-1-carboxylic acid (700 mg) was taken in THF (25 ml). BH3. THF (1M, 3.5 ml) was added and stirred at rt overnight. Next day the reaction was quenched with MeOH. Solvent was removed by rotavap. Diluted with water and extracted with ethyl acetate, washed with water, brine, dried over Na2SO4 and concentrated. Yield 690 mg. Mass (ES+ 389) Reactants: CC(C)(C)OC(=O)NC(Cc1ccc(NC(=O)OCC2c3ccccc3-c3ccccc32)cc1)C(=O)O, CCN(C(C)C)C(C)C, CCOC(C)=O, O=C(c1ccc(F)cc1)c1cncc(C2CCCN2)c1, CN(C)C=O, On1nnc2ccccc21. Yields the product CC(C)(C)OC(=O)NC(Cc1ccc(NC(=O)OCC2c3ccccc3-c3ccccc32)cc1)C(=O)N1CCCC1c1cncc(C(=O)c2ccc(F)cc2)c1. RXN SMILES: [C:21]([CH3:22])([CH3:23])([CH3:24])[O:25][C:26](=[O:27])[NH:28][CH:29]([C:30](=[O:31])[OH:32])[CH2:33][c:34]1[cH:35][cH:36][c:37]([NH:40][C:41](=[O:42])[O:43][CH2:44][CH:45]2[c:46]3[cH:47][cH:48][cH:49][cH:50][c:51]3-[c:52]3[cH:53][cH:54][cH:55][cH:56][c:57]32)[cH:38][cH:39]1.[CH2:58]([N:59]([CH:60]([CH3:61])[CH3:62])[CH:63]([CH3:64])[CH3:65])[CH3:66].[CH3:82][CH2:83][O:84][C:85](=[O:86])[CH3:87].[F:1][c:2]1[cH:3][cH:4][c:5]([C:8](=[O:9])[c:10]2[cH:11][n:12][cH:13][c:14]([CH:16]3[NH:17][CH2:18][CH2:19][CH2:20]3)[cH:15]2)[cH:6][cH:7]1.[O:77]=[CH:78][N:79]([CH3:80])[CH3:81].[n:67]1([OH:68])[c:69]2[cH:70][cH:71][cH:72][cH:73][c:74]2[n:75][n:76]1>>[F:1][c:2]1[cH:3][cH:4][c:5]([C:8](=[O:9])[c:10]2[cH:11][n:12][cH:13][c:14]([CH:16]3[N:17]([C:30]([CH:29]([NH:28][C:26]([O:25][C:21]([CH3:22])([CH3:23])[CH3:24])=[O:27])[CH2:33][c:34]4[cH:35][cH:36][c:37]([NH:40][C:41](=[O:42])[O:43][CH2:44][CH:45]5[c:46]6[cH:47][cH:48][cH:49][cH:50][c:51]6-[c:52]6[cH:53][cH:54][cH:55][cH:56][c:57]65)[cH:38][cH:39]4)=[O:31])[CH2:18][CH2:19][CH2:20]3)[cH:15]2)[cH:6][cH:7]1. Starting materials: O (water), C(C)(=O)O[BH-](OC(C)=O)OC(C)=O.[Na+] (sodium triacetoxyborohydride), COC1=CC2=C(N=C(S2)C2=CC=CC=C2)C=C1C=O (6-methoxy-2-phenyl-benzothiazol-5-aldehyde), C1(=CC=CC=C1)[C@@H]1NCCC[C@@H]1N ((2S, 3S)-2-phenyl-3-amino-piperidine). Run in C(Cl)Cl (methylene chloride). Conditions: time 16 hour. Yields the product COC1=CC2=C(N=C(S2)C2=CC=CC=C2)C=C1CN[C@@H]1[C@@H](NCCC1)C1=CC=CC=C1 ((2S,3S)-(6-Methoxy-2-phenyl-benzothiazol-5-ylmethyl)-(2-phenyl-piperidin-3-yl)-amine). Isolated yield 80.0%. Reaction SMILES: O.[CH3:2][O:3][C:4]1[C:18]([CH:19]=O)=[CH:17][C:7]2[N:8]=[C:9]([C:11]3[CH:16]=[CH:15][CH:14]=[CH:13][CH:12]=3)[S:10][C:6]=2[CH:5]=1.[C:21]1([C@H:27]2[C@@H:32]([NH2:33])[CH2:31][CH2:30][CH2:29][NH:28]2)[CH:26]=[CH:25][CH:24]=[CH:23][CH:22]=1.C(O[BH-](OC(=O)C)OC(=O)C)(=O)C.[Na+]>C(Cl)Cl>[CH3:2][O:3][C:4]1[C:18]([CH2:19][NH:33][C@H:32]2[CH2:31][CH2:30][CH2:29][NH:28][C@H:27]2[C:21]2[CH:26]=[CH:25][CH:24]=[CH:23][CH:22]=2)=[CH:17][C:7]2[N:8]=[C:9]([C:11]3[CH:16]=[CH:15][CH:14]=[CH:13][CH:12]=3)[S:10][C:6]=2[CH:5]=1 |f:3.4|. Procedure details: A round bottom flask equipped with a Dean Stark water separator and condenser was charged with 0.96 grams (3.6 mmol) 6-methoxy-2-phenyl-benzothiazol-5-aldehyde and 0.57 grams (3.2 mmol) of (2S, 3S)-2-phenyl-3-amino-piperidine in 90 mL of hours. The reaction mixture was evaporated in vacuo and the residue was redissolved in 90 mL of 1,2-dichlorethane. The solution was treated with 0.89 grams (4.2 mmol) of sodium triacetoxyborohydride and was stirred for 16 hours at room temperature. The reaction ... Starting materials: FC1=CC=C(CN(C2=NC=CC=C2)CCN(CCCN)C)C=C1 (N-[2-[N-(4-fluorobenzyl)-N-(2-pyridyl)amino]ethyl]-N-methyl-1,3-propanediamine), C(#N)NC(OC1=CC=CC=C1)=NCCSCC=1N=C(SC1)NC(=N)N (N-cyano-N'-[2-[[(2-guanidino-4-thiazolyl)methyl]thio]ethyl]-O-phenyl-isourea). Procedure: Preparation is effected analogously to Example 1, using 0.53 g (1.67 mmol) of N-[2-[N-(4-fluorobenzyl)-N-(2-pyridyl)amino]ethyl]-N-methyl-1,3-propanediamine and the equimolar amount of N-cyano-N'-[2-[[(2-guanidino-4-thiazolyl)methyl]thio]ethyl]-O-phenyl-isourea as starting materials. Working up by chromatography analogously to Example 1 yields the purified title compound in the form of a viscous oil. MS (+FAB method): m/z (rel. int. [%])=598 ([M+H]+, 6), 109 (100); IR (KBr): 2163 cm-1 (C≡N); C27... RXN SMILES: [F:1][C:2]1[CH:23]=[CH:22][C:5]([CH2:6][N:7]([CH2:14][CH2:15][N:16]([CH3:21])[CH2:17][CH2:18][CH2:19][NH2:20])[C:8]2[CH:13]=[CH:12][CH:11]=[CH:10][N:9]=2)=[CH:4][CH:3]=1.[C:24]([NH:26][C:27](=[N:35][CH2:36][CH2:37][S:38][CH2:39][C:40]1[N:41]=[C:42]([NH:45][C:46]([NH2:48])=[NH:47])[S:43][CH:44]=1)OC1C=CC=CC=1)#[N:25]>>[C:24]([NH:26][C:27]([NH:20][CH2:19][CH2:18][CH2:17][N:16]([CH2:15][CH2:14][N:7]([CH2:6][C:5]1[CH:22]=[CH:23][C:2]([F:1])=[CH:3][CH:4]=1)[C:8]1[CH:13]=[CH:12][CH:11]=[CH:10][N:9]=1)[CH3:21])=[N:35][CH2:36][CH2:37][S:38][CH2:39][C:40]1[N:41]=[C:42]([NH:45][C:46]([NH2:48])=[NH:47])[S:43][CH:44]=1)#[N:25]. Product: C(#N)NC(=NCCSCC=1N=C(SC1)NC(=N)N)NCCCN(C)CCN(C1=NC=CC=C1)CC1=CC=C(C=C1)F (N-cyano-N'-[3-[N-[2-[N-(4-fluorobenzyl)-N-(2-pyridyl)amino]ethyl]-N-methylamino]propyl]-N"-[2-[[(2-guanidino-4-thiazolyl)methyl]thio]ethyl]guanidine). Run in CO (methanol). RXN SMILES: C([NH:11][C@H:12]([C:15]([N:17]1[CH2:20][CH:19]([C:21]([OH:23])=[O:22])[CH2:18]1)=[O:16])[CH2:13][OH:14])(OCC1C=CC=CC=1)=O>CO.[Pd]>[NH2:11][C@H:12]([C:15]([N:17]1[CH2:18][CH:19]([C:21]([OH:23])=[O:22])[CH2:20]1)=[O:16])[CH2:13][OH:14]. Procedure details: A solution of 1.57 g of 1D in 150 ml of methanol containing 0.40 g of palladium-on-carbon catalyst was hydrogenated (50 p.s.i.) in a Parr shaker overnight. The mixture was filtered and the methanol was evaporated from the filtrate under reduced pressure. The residue was dissolved in 100 ml of water, the solution was washed with ethyl acetate, the water was evaporated under reduced pressure, and the residue was subjected to very low pressure (<1 Torr.) and then recrystallized from methanol/ether ... Starting materials: C(=O)(OCC1=CC=CC=C1)N[C@@H](CO)C(=O)N1CC(C1)C(=O)O (N-(N-carbobenzyloxy-L-seryl)-3-azetidinecarboxylic acid). Reagents/catalysts: [Pd] (palladium-on-carbon). Product: N[C@@H](CO)C(=O)N1CC(C1)C(=O)O (N-L-seryl-3-azetidinecarboxylic acid).